This data is from the Open Reaction Database (ORD), a public repository of structured organic reaction records. The task is: describe an organic reaction: reactants, conditions, products, and yield The reactants are C([O-])([O-])=O.[Na+].[Na+] (sodium carbonate), C1=C(C=CC2=CC=CC=C12)COC1CN(CCC1C1=CC=C(C=C1)COC(C1=CC=CC=C1)(C1=CC=CC=C1)C1=CC=CC=C1)C(=O)OC(C)(C)C (tert-butyl (3RS,4RS)-3-naphthalen-2-ylmethoxy-4-(4-trityloxymethyl-phenyl)-piperidine-1-carboxylate), Cl (hydrogen chloride). The solvent is C(Cl)Cl (methylene chloride), CO (methanol). Conditions: time 15 minute. Product: OCC1=CC=C(C=C1)C1C(CN(CC1)C(=O)OC(C)(C)C)OCC1=CC2=CC=CC=C2C=C1 (tert-butyl (3RS,4RS)-4-(4-hydroxymethyl-phenyl)-3-(naphthalen-2-ylmethoxy)-piperidine-1-carboxylate). The yield is 87.6%. As a reaction SMILES: [CH:1]1[C:10]2[C:5](=[CH:6][CH:7]=[CH:8][CH:9]=2)[CH:4]=[CH:3][C:2]=1[CH2:11][O:12][CH:13]1[CH:18]([C:19]2[CH:24]=[CH:23][C:22]([CH2:25][O:26]C(C3C=CC=CC=3)(C3C=CC=CC=3)C3C=CC=CC=3)=[CH:21][CH:20]=2)[CH2:17][CH2:16][N:15]([C:46]([O:48][C:49]([CH3:52])([CH3:51])[CH3:50])=[O:47])[CH2:14]1.Cl.C(=O)([O-])[O-].[Na+].[Na+]>C(Cl)Cl.CO>[OH:26][CH2:25][C:22]1[CH:23]=[CH:24][C:19]([CH:18]2[CH2:17][CH2:16][N:15]([C:46]([O:48][C:49]([CH3:52])([CH3:50])[CH3:51])=[O:47])[CH2:14][CH:13]2[O:12][CH2:11][C:2]2[CH:3]=[CH:4][C:5]3[C:10](=[CH:9][CH:8]=[CH:7][CH:6]=3)[CH:1]=2)=[CH:20][CH:21]=1 |f:2.3.4|. Reported procedure: A solution of 1.07 g (1.48 mmol) of tert-butyl (3RS,4RS)-3-naphthalen-2-ylmethoxy-4-(4-trityloxymethyl-phenyl)-piperidine-1-carboxylate in 15 ml of methylene chloride was treated at room temperature with 2 ml of 2N hydrogen chloride in methanol and the mixture was stirred at room temperature for 15 minutes. Subsequently, the solution was poured into 30 ml of saturated sodium carbonate solution and this was extracted twice with 50 ml of ethyl acetate each time. The combined organic phases were dr... Isolated yield 80.2%. Procedure details: The reaction procedure of Example 11 was followed except that 901 mg (3.0 mmol) of 2-(4-nitroanilino)-4H-pyrido[3,2-e]-1,3-thiazin-4-one, 30 mg of lithium hydride and 511 mg of methyl iodide were used. The resulting residue was then purified through silica gel chromatography (eluant: chloroform) to obtain 756 mg of 2,3-dihydro-3-methyl-2-[(4-nitrophenyl)imino]-4H-pyrido[3,2-e]-1,3-thiazin-4-one (80%, recrystallized from a mixture of ether and ethanol). Yields the product CN1C(SC2=C(C1=O)C=CC=N2)=NC2=CC=C(C=C2)[N+](=O)[O-] (2,3-dihydro-3-methyl-2-[(4-nitrophenyl)imino]-4H-pyrido[3,2-e]-1,3-thiazin-4-one). Starting materials: [N+](=O)([O-])C1=CC=C(NC=2SC3=C(C(N2)=O)C=CC=N3)C=C1 (2-(4-nitroanilino)-4H-pyrido[3,2-e]-1,3-thiazin-4-one), [H-].[Li+] (lithium hydride), CI (methyl iodide). As a reaction SMILES: [N+:1]([C:4]1[CH:21]=[CH:20][C:7]([NH:8][C:9]2[S:10][C:11]3[N:19]=[CH:18][CH:17]=[CH:16][C:12]=3[C:13](=[O:15])[N:14]=2)=[CH:6][CH:5]=1)([O-:3])=[O:2].[H-].[Li+].[CH3:24]I>>[CH3:24][N:14]1[C:13](=[O:15])[C:12]2[CH:16]=[CH:17][CH:18]=[N:19][C:11]=2[S:10][C:9]1=[N:8][C:7]1[CH:20]=[CH:21][C:4]([N+:1]([O-:3])=[O:2])=[CH:5][CH:6]=1 |f:1.2|. Procedure: 5-(3′-Amino-2-benzyloxy-6-ethoxy-biphenyl-4-ylmethyl)-pyrimidine-2,4-diamine (17.51 g; 39.7 mmol) is hydrogenated in ethanol (66 ml) and acetic acid conc. (198 ml) over Pd/C 10% (8.1 g) for 20 hours. The catalyst is filtered off and the mother liquor is concentrated. The residue is taken up in water and the pH is adjusted to 10 by addition of NH4OH conc. The suspension is filtered with suction and the crystals are washed thoroughly with water and dried under a high vacuum. Reaction SMILES: [NH2:1][C:2]1[CH:3]=[C:4]([C:8]2[C:13]([O:14][CH2:15][CH3:16])=[CH:12][C:11]([CH2:17][C:18]3[C:19]([NH2:25])=[N:20][C:21]([NH2:24])=[N:22][CH:23]=3)=[CH:10][C:9]=2[O:26][CH2:27][C:28]2C=C[CH:31]=[CH:30][CH:29]=2)[CH:5]=[CH:6][CH:7]=1.[C:34](O)(=[O:36])[CH3:35]>C(O)C.[Pd]>[NH2:1][C:2]1[CH:3]=[C:4]([C:8]2[C:9]([O:26][CH2:27][CH2:28][CH:29]3[CH2:30][CH2:31][O:36][CH2:34][CH2:35]3)=[CH:10][C:11]([CH2:17][C:18]3[C:19]([NH2:25])=[N:20][C:21]([NH2:24])=[N:22][CH:23]=3)=[CH:12][C:13]=2[O:14][CH2:15][CH3:16])[CH:5]=[CH:6][CH:7]=1. The product is NC=1C=C(C=CC1)C1=C(C=C(C=C1OCCC1CCOCC1)CC=1C(=NC(=NC1)N)N)OCC (5-{3′-Amino-2-ethoxy-6-[2-(tetrahydro-pyran-4-yl)-ethoxy]-biphenyl-4-ylmethyl}-pyrimidine-2,4-diamine). The reactants are NC=1C=C(C=CC1)C1=C(C=C(C=C1OCC)CC=1C(=NC(=NC1)N)N)OCC1=CC=CC=C1 (5-(3′-Amino-2-benzyloxy-6-ethoxy-biphenyl-4-ylmethyl)-pyrimidine-2,4-diamine), C(C)(=O)O (acetic acid). Reagents/catalysts: [Pd] (Pd/C). Run in C(C)O (ethanol). Reported procedure: To a solution of 1-fluoro-2-nitro-4-(trifluoromethyl)benzene (1.04 mL, 7.43 mmol) and (1H-pyrrol-3-yl)methanol hydrochloride salt (1.0 g, 7.43 mmol) in DMF (10 mL) was added Na2CO3 (2.36 g, 22.3 mmol). The resulting mixture was heated at 70° C. overnight. The mixture was cooled to room temperature and concentrated under reduced pressure. The mixture was reconstituted in EtOAc (50 mL) and washed with 9% aq. Na2CO3 (10 mL), brine (10 mL), dried over anhydrous sodium sulfate, filtered and concentra... Conditions: temperature 70 celsius. As a reaction SMILES: F[C:2]1[CH:7]=[CH:6][C:5]([C:8]([F:11])([F:10])[F:9])=[CH:4][C:3]=1[N+:12]([O-:14])=[O:13].Cl.[NH:16]1[CH:20]=C[C:18]([CH2:21][OH:22])=[CH:17]1.C([O-])([O-])=O.[Na+].[Na+].C[N:30](C=O)C>>[N+:12]([C:3]1[CH:4]=[C:5]([C:8]([F:11])([F:10])[F:9])[CH:6]=[CH:7][C:2]=1[N:16]1[CH:17]=[C:18]([CH2:21][OH:22])[N:30]=[CH:20]1)([O-:14])=[O:13] |f:1.2,3.4.5|. Yields the product [N+](=O)([O-])C1=C(C=CC(=C1)C(F)(F)F)N1C=NC(=C1)CO ((1-(2-nitro-4-(trifluoromethyl)phenyl)-1H-imidazol-4-yl)methanol). Reactants: FC1=C(C=C(C=C1)C(F)(F)F)[N+](=O)[O-] (1-fluoro-2-nitro-4-(trifluoromethyl)benzene), Cl.N1C=C(C=C1)CO ((1H-pyrrol-3-yl)methanol hydrochloride salt), C(=O)([O-])[O-].[Na+].[Na+] (Na2CO3), CN(C)C=O (DMF).